Dataset: the Open Reaction Database (ORD), a public repository of structured organic reaction records. Task: describe an organic reaction: reactants, conditions, products, and yield Starting materials: O=C(CCC(=O)N1[C@H](CO)CCC1)N1C(CCC1)=O ((4-Oxo-4-(2-oxo-1-pyrrolidinyl)butanoyl]-L-prolinol), ice water. Solvent: C1=CC=CC=C1 (benzene), CS(=O)C (DMSO), C(C)N(CC)CC (triethylamine). Run at time 0.5 hour. Yields the product O=C(CCC(=O)N1[C@H](C=O)CCC1)N1C(CCC1)=O ((4-oxo-4-(2-oxo-pyrrolidinyl)butanoyl]-L-prolinal). As a reaction SMILES: [O:1]=[C:2]([N:14]1[CH2:18][CH2:17][CH2:16][C:15]1=[O:19])[CH2:3][CH2:4][C:5]([N:7]1[CH2:13][CH2:12][CH2:11][C@H:8]1[CH2:9][OH:10])=[O:6]>C1C=CC=CC=1.CS(C)=O.C(N(CC)CC)C>[O:1]=[C:2]([N:14]1[CH2:18][CH2:17][CH2:16][C:15]1=[O:19])[CH2:3][CH2:4][C:5]([N:7]1[CH2:13][CH2:12][CH2:11][C@H:8]1[CH:9]=[O:10])=[O:6]. Procedure: N-[(4-Oxo-4-(2-oxo-1-pyrrolidinyl)butanoyl]-L-prolinol (105 mg) was dissolved in a mixed solvent of benzene (0.25 ml), DMSO (0.79 ml) and triethylamine (0.25 ml), and sulfur trioxide pyridine complex (285 mg) was added thereto under ice-cooling. After 0.5 hour's stirring at a temperature of 10°-15° C., the reaction mixture was poured into ice water, and extracted with chloroform. The organic layer was washed with a saturated aqueous solution of sodium bicarbonate and saturated brine in sequence....